From a dataset of the Open Reaction Database (ORD), a public repository of structured organic reaction records. describe an organic reaction: reactants, conditions, products, and yield As a reaction SMILES: [S:1]1[CH:5]=[CH:4][CH:3]=[C:2]1[CH2:6][C:7]([NH:9][CH:10]1[C:43](=[O:44])[N:12]2[C:13]([C:27]([O:29]C(C3C=CC=CC=3)C3C=CC=CC=3)=[O:28])=[C:14]([NH:17][C:18]([S:20][C:21]3[CH:26]=[CH:25][CH:24]=[CH:23][CH:22]=3)=[O:19])[CH2:15][S:16][C@H:11]12)=[O:8].C1(OC)C=CC=CC=1.FC(F)(F)C(O)=O.CCCCCCC>CC(C)=O.C(OCC)(=O)C>[S:1]1[CH:5]=[CH:4][CH:3]=[C:2]1[CH2:6][C:7]([NH:9][CH:10]1[C:43](=[O:44])[N:12]2[C:13]([C:27]([OH:29])=[O:28])=[C:14]([NH:17][C:18]([S:20][C:21]3[CH:26]=[CH:25][CH:24]=[CH:23][CH:22]=3)=[O:19])[CH2:15][S:16][C@H:11]12)=[O:8]. Procedure: To a cooled (5°) stirred solution of 68 mg. of benzhydryl 7-(2-thienylacetamido)-3-(phenylthio)carbonylamino-3-cephem-4-carboxylate in 1 ml. of anisole was added 1 ml. of cold trifluoroacetic acid. The reaction mixture was allowed to stir with cooling for 20 minutes after which time was added approximately 30 ml. of n-heptane. The resulting solution was evaporated in vacuo to a low volume. An additional 5 ml. of n-heptane was added, and the resulting solution was stirred in an ice bath for 5 min... The solvent is CC(=O)C (acetone), C(C)(=O)OCC (ethyl acetate). The reactants are S1C(=CC=C1)CC(=O)NC1[C@@H]2N(C(=C(CS2)NC(=O)SC2=CC=CC=C2)C(=O)OC(C2=CC=CC=C2)C2=CC=CC=C2)C1=O (benzhydryl 7-(2-thienylacetamido)-3-(phenylthio)carbonylamino-3-cephem-4-carboxylate), CCCCCCC (n-heptane), C1(=CC=CC=C1)OC (anisole), FC(C(=O)O)(F)F (trifluoroacetic acid). The product is S1C(=CC=C1)CC(=O)NC1[C@@H]2N(C(=C(CS2)NC(=O)SC2=CC=CC=C2)C(=O)O)C1=O (7-(2-thienylacetamido)-3-(phenylthio)carbonylamino-3-cephem-4-carboxylic acid). The reactants are Cl (hydrochloric acid), S(=O)(O)[O-].[Na+] (sodium hydrogen sulfite), [Cl-].[Na+] (sodium chloride), COC(=O)C1=CO[C@H]([C@H]2[C@@H]1CC=C2CO)O[C@H]3[C@@H]([C@H]([C@@H]([C@H](O3)CO)O)O)O (geniposide), B.[Na] (sodium boron hydride), I(=O)(=O)(=O)[O-].[Na+] (sodium periodate). Run in CCOCC (ether), O (water). Reaction conditions: time 2 hour. Yields the product COC(=O)C1=CO[C@H]([C@H]2[C@@H]1CC=C2CO)O (genipin). The yield is 73.8%. Reaction SMILES: [CH3:1][O:2][C:3]([C:5]1[C@H:10]2[CH2:11][CH:12]=[C:13]([CH2:14][OH:15])[C@H:9]2[C@H:8]([O:16][C@@H]2O[C@H](CO)[C@@H](O)[C@H](O)[C@H]2O)[O:7][CH:6]=1)=[O:4].I([O-])(=O)(=O)=O.[Na+].B.[Na].Cl.S([O-])(O)=O.[Na+].[Cl-].[Na+]>O.CCOCC>[CH3:1][O:2][C:3]([C:5]1[C@H:10]2[CH2:11][CH:12]=[C:13]([CH2:14][OH:15])[C@H:9]2[C@H:8]([OH:16])[O:7][CH:6]=1)=[O:4] |f:1.2,3.4,6.7,8.9,^1:34|. Reported procedure: First, 100 g of geniposide was dissolved in 650 ml of water. After 115 g of sodium periodate was added to the solution, the reaction mixture was stirred at room temperature for two hours. After 41 g of sodium boron hydride was further added, the reaction mixture was further stirred at room temperature for two hours. Subsequently, a 6N aqueous hydrochloric acid solution and ether were added, the reaction mixture was stirred at room temperature for four hours After the addition of sodium hydrogen ...